Dataset: the Open Reaction Database (ORD), a public repository of structured organic reaction records. Task: describe an organic reaction: reactants, conditions, products, and yield The reactants are Br, CCCCOC(=O)N1CC(SC(C)=O)CC1CN(Cc1cc(F)ccc1F)C(=O)OCc1ccccc1, CC(=O)O, [Na+], O=C([O-])O. Yields the product CCCCOC(=O)N1CC(SC(C)=O)CC1CNCc1cc(F)ccc1F. As a reaction SMILES: [BrH:43].[CH2:1]([CH2:2][CH2:3][CH3:4])[O:5][C:6](=[O:7])[N:8]1[CH:9]([CH2:17][N:18]([CH2:19][c:20]2[c:21]([F:27])[cH:22][cH:23][c:24]([F:26])[cH:25]2)[C:28]([O:29][CH2:30][c:31]2[cH:32][cH:33][cH:34][cH:35][cH:36]2)=[O:37])[CH2:10][CH:11]([S:13][C:14]([CH3:15])=[O:16])[CH2:12]1.[CH3:44][C:45](=[O:46])[OH:47].[Na+:42].[O-:38][C:39]([OH:40])=[O:41]>>[CH2:1]([CH2:2][CH2:3][CH3:4])[O:5][C:6](=[O:7])[N:8]1[CH:9]([CH2:17][NH:18][CH2:19][c:20]2[c:21]([F:27])[cH:22][cH:23][c:24]([F:26])[cH:25]2)[CH2:10][CH:11]([S:13][C:14]([CH3:15])=[O:16])[CH2:12]1. Starting materials: [OH-].[Na+] (NaOH), OC1(CCN(CC1)C1=CC=C(C(=N1)C(=O)NC=1C(=C(C(=O)OC)C=CC1C)C)C)C (methyl 3-[[6-(4-hydroxy-4-methyl-1-piperidyl)-3-methyl-pyridine-2-carbonyl]amino]-2,4-dimethyl-benzoate), CO (MeOH). The solvent is C1CCOC1 (THF). Run at time 1 hour. Yields the product OC1(CCN(CC1)C1=CC=C(C(=N1)C(=O)NC=1C(=C(C(=O)O)C=CC1C)C)C)C (3-[[6-(4-hydroxy-4-methyl-1-piperidyl)-3-methyl-pyridine-2-carbonyl]amino]-2,4-dimethyl-benzoic acid). Yield: 0.0%. As a reaction SMILES: [OH-].[Na+].[OH:3][C:4]1([CH3:32])[CH2:9][CH2:8][N:7]([C:10]2[N:15]=[C:14]([C:16]([NH:18][C:19]3[C:20]([CH3:30])=[C:21]([CH:26]=[CH:27][C:28]=3[CH3:29])[C:22]([O:24]C)=[O:23])=[O:17])[C:13]([CH3:31])=[CH:12][CH:11]=2)[CH2:6][CH2:5]1.CO>C1COCC1>[OH:3][C:4]1([CH3:32])[CH2:5][CH2:6][N:7]([C:10]2[N:15]=[C:14]([C:16]([NH:18][C:19]3[C:20]([CH3:30])=[C:21]([CH:26]=[CH:27][C:28]=3[CH3:29])[C:22]([OH:24])=[O:23])=[O:17])[C:13]([CH3:31])=[CH:12][CH:11]=2)[CH2:8][CH2:9]1 |f:0.1|. Procedure: A solution of aqueous 2N NaOH (5.00 ml) is added to a stirred solution of methyl 3-[[6-(4-hydroxy-4-methyl-1-piperidyl)-3-methyl-pyridine-2-carbonyl]amino]-2,4-dimethyl-benzoate (0.27 g, 656.13 mmol) in THF:MeOH (10 ml:5 ml). After 1 hour 50° C., the organic solvent is removed under reduced pressure and the residue is diluted with water, acidified to pH 6 with 5N HCl, and extracted with ethyl acetate. The organic layers are combined and concentrated under reduced pressure. The solids are tritura... Reactants: BrC=1C=C(C=NC1)NC(CC)=O (N-(5-bromopyridin-3-yl)propionamide), P(=O)([O-])([O-])[O-].[K+].[K+].[K+] (potassium phosphate), BrC=1C=C2C(=NC1)N(N=C2C=O)C2OCCCC2 (5-bromo-1-(tetrahydro-2H-pyran-2-yl)-1H-pyrazolo[3,4-b]pyridine-3-carbaldehyde), B1(OC(C(O1)(C)C)(C)C)B2OC(C(O2)(C)C)(C)C (bis(pinacolato)diboron), CC(=O)[O-].[K+] (KOAc). The reagents and catalysts are C1=CC=C(C=C1)P([C-]2C=CC=C2)C3=CC=CC=C3.C1=CC=C(C=C1)P([C-]2C=CC=C2)C3=CC=CC=C3.Cl[Pd]Cl.[Fe+2] (PdCl2(dppf)2). The solvent is C(Cl)Cl (DCM), O (water), CN(C)C=O (DMF). Reaction conditions: temperature 90 celsius. Yields the product C(=O)C1=NN(C2=NC=C(C=C21)C=2C=C(C=NC2)NC(CC)=O)C2OCCCC2 (N-(5-(3-formyl-1-(tetrahydro-2H-pyran-2-yl)-1H-pyrazolo[3,4-b]pyridin-5-yl)pyridin-3-yl)propionamide), solid. The yield is 45.0%. Reaction SMILES: Br[C:2]1[CH:3]=[C:4]2[C:10]([CH:11]=[O:12])=[N:9][N:8]([CH:13]3[CH2:18][CH2:17][CH2:16][CH2:15][O:14]3)[C:5]2=[N:6][CH:7]=1.B1(B2OC(C)(C)C(C)(C)O2)OC(C)(C)C(C)(C)O1.CC([O-])=O.[K+].Br[C:43]1[CH:44]=[C:45]([NH:49][C:50](=[O:53])[CH2:51][CH3:52])[CH:46]=[N:47][CH:48]=1.P([O-])([O-])([O-])=O.[K+].[K+].[K+]>CN(C=O)C.C1C=CC(P(C2C=CC=CC=2)[C-]2C=CC=C2)=CC=1.C1C=CC(P(C2C=CC=CC=2)[C-]2C=CC=C2)=CC=1.Cl[Pd]Cl.[Fe+2].O.C(Cl)Cl>[CH:11]([C:10]1[C:4]2[C:5](=[N:6][CH:7]=[C:2]([C:43]3[CH:44]=[C:45]([NH:49][C:50](=[O:53])[CH2:51][CH3:52])[CH:46]=[N:47][CH:48]=3)[CH:3]=2)[N:8]([CH:13]2[CH2:18][CH2:17][CH2:16][CH2:15][O:14]2)[N:9]=1)=[O:12] |f:2.3,5.6.7.8,10.11.12.13|. Reported procedure: A solution of 5-bromo-1-(tetrahydro-pyran-2-yl)-1H-pyrazolo[3,4-b]pyridin-3-yl]-carbaldehyde (XI) (0.218 g, 0.70 mmol), bis(pinacolato)diboron (0.213 g, 0.84 mmol), and KOAc (0.206 g, 2.1 mmol) in DMF (10 ml) was purged with argon. PdCl2(dppf)2. DCM was added to the solution and purged again with argon. The solution was heated at 90° C. for 2 h under argon and cooled to the room temperature. N-(5-bromopyridin-3-yl)propionamide (XXXIII) (0.70 mmol), potassium phosphate (0.223 g, 1.05 mmol) and wa... Starting materials: ( a ), C(C1=CC=CC=C1)OC1=C(C=CC(=C1)CC)O (2-(benzyloxy)-4-ethylphenol), FC=1C=C(C=CC1F)[N+](=O)[O-] (3,4-difluoronitrobenzene), COC1=C(C=CC(=C1)CC)O (2-methoxy-4-ethylphenol). Product: C(C1=CC=CC=C1)OC1=C(C=CC(=C1)CC)OC1=C(C=C(C=C1)[N+](=O)[O-])F (2-(benzyloxy)-4-ethyl-1-(2-fluoro-4-nitrophenoxy)benzene). Yield: 107.6%. RXN SMILES: [F:1][C:2]1[CH:3]=[C:4]([N+:9]([O-:11])=[O:10])[CH:5]=[CH:6][C:7]=1F.COC1C=C(CC)C=CC=1O.[CH2:23]([O:30][C:31]1[CH:36]=[C:35]([CH2:37][CH3:38])[CH:34]=[CH:33][C:32]=1[OH:39])[C:24]1[CH:29]=[CH:28][CH:27]=[CH:26][CH:25]=1>>[CH2:23]([O:30][C:31]1[CH:36]=[C:35]([CH2:37][CH3:38])[CH:34]=[CH:33][C:32]=1[O:39][C:7]1[CH:6]=[CH:5][C:4]([N+:9]([O-:11])=[O:10])=[CH:3][C:2]=1[F:1])[C:24]1[CH:29]=[CH:28][CH:27]=[CH:26][CH:25]=1. Procedure details: According to the procedure of example 20 (a) except substituting 1-fluoro-4-nitro-2-(trifluoromethyl)benzene for 3,4-difluoronitrobenzene (30.5 g; 192 mmol), and 2-methoxy-4-ethylphenol for 2-(benzyloxy)-4-ethylphenol (33.6 g; 147 mmol) the title compound (58.1 g; 100%) was prepared as a brown oil, used without further purification. Starting materials: CC=1C=2N(CCN1)C(=CC2)C2=CC=C(C=C2)C(F)(F)F (3,4-Dihydro-1-methyl-6-[4-(trifluoromethyl)-phenyl]pyrrolo[1,2-a]pyrazine), saturated solution, C(\C=C\C(=O)O)(=O)O (fumaric acid), [BH4-].[Na+] (sodium borohydride). The solvent is CO (methanol), O (water), C(C)O (ethanol). Product: C(\C=C\C(=O)O)(=O)O.CC1C=2N(CCN1)C(=CC2)C2=CC=C(C=C2)C(F)(F)F (1,2,3,4-tetrahydro-1-methyl-6-[4-(trifluoromethyl)phenyl]pyrrolo[1,2-a]pyrazine fumarate). Isolated yield 70.0%. Reaction SMILES: [CH3:1][C:2]1[C:3]2[N:4]([C:8]([C:11]3[CH:16]=[CH:15][C:14]([C:17]([F:20])([F:19])[F:18])=[CH:13][CH:12]=3)=[CH:9][CH:10]=2)[CH2:5][CH2:6][N:7]=1.[BH4-].[Na+].[C:23]([OH:30])(=[O:29])/[CH:24]=[CH:25]/[C:26]([OH:28])=[O:27]>CO.O.C(O)C>[C:23]([OH:30])(=[O:29])/[CH:24]=[CH:25]/[C:26]([OH:28])=[O:27].[CH3:1][CH:2]1[NH:7][CH2:6][CH2:5][N:4]2[C:8]([C:11]3[CH:16]=[CH:15][C:14]([C:17]([F:20])([F:18])[F:19])=[CH:13][CH:12]=3)=[CH:9][CH:10]=[C:3]12 |f:1.2,7.8|. Procedure details: 3,4-Dihydro-1-methyl-6-[4-(trifluoromethyl)-phenyl]pyrrolo[1,2-a]pyrazine (2.5 g) was dissolved in a mixture of 130 ml of methanol and 13 ml of water under argon. The solution was treated portionwise with 1.0 g of sodium borohydride while stirring and stirred at room temperature overnight. Thereafter, the methanol was removed in a vacuum, the residue was taken up in 100 ml of methylene chloride and washed with 80 ml of 10% ammonia solution. The phases were separated and the aqueous phase was ext... Starting materials: resultant product, [OH-].[Na+] (sodium hydroxide), Cl (Hydrogen chloride), OC1=CC=C(NC(C(=C)C)=O)C=C1 (p-hydroxymethacrylanilide), ClS(=O)(=O)O (chlorosulfonic acid). Run in O (water), C(Cl)Cl (methylene chloride). Conditions: time 8 hour. Yields the product S(=O)(=O)(O)O.C(C=C)(=O)NC1=CC=CC=C1 (acrylanilide sulfate), sulfated monomer. The yield is 75.0%. RXN SMILES: O[C:2]1[CH:13]=[CH:12][C:5]([NH:6][C:7](=[O:11])[C:8](C)=[CH2:9])=[CH:4][CH:3]=1.Cl[S:15]([OH:18])(=[O:17])=[O:16].Cl.[OH-:20].[Na+]>C(Cl)Cl.O>[S:15]([OH:18])([OH:20])(=[O:17])=[O:16].[C:7]([NH:6][C:5]1[CH:12]=[CH:13][CH:2]=[CH:3][CH:4]=1)(=[O:11])[CH:8]=[CH2:9] |f:3.4,7.8|. Procedure: An acrylanilide sulfate co-polymer was synthesized by first suspending 17.7 g (0.1 mol) of p-hydroxymethacrylanilide in 100 ml of methylene chloride in a suitable glass reaction vessel and then adding 12 g of chlorosulfonic acid to the suspension. Hydrogen chloride gas was observed evolving during the addition; and the reaction mass was mechanically stirred overnight at room temperature. The resultant product was dissolved in a solution of 60 g water and about 10 g of 50% sodium hydroxide, givin...